Dataset: the Open Reaction Database (ORD), a public repository of structured organic reaction records. Task: describe an organic reaction: reactants, conditions, products, and yield The product is CC([C@@H](C(=O)NC)NC(=O)N1N=C(C=2CNCCC21)C2=CC=C(C=C2)F)(C)C ((S)-N-(3,3-dimethyl-1-(methylamino)-1-oxobutan-2-yl)-3-(4-fluorophenyl)-4,5,6,7-tetrahydro-1H-pyrazolo[4,3-c]pyridine-1-carboxamide). Starting materials: FC=1C=C(C=CC1F)C1=NN(C2=C1CNCC2)C(=O)N[C@H](C(=O)NC)C(C)(C)C ((S)-3-(3,4-difluorophenyl)-N-(3,3-dimethyl-1-(methylamino)-1-oxobutan-2-yl)-4,5,6,7-tetrahydro-1H-pyrazolo[4,3-c]pyridine-1-carboxamide), FC1=CC=C(C(=O)Cl)C=C1 (4-fluorobenzoyl chloride), FC=1C=C(C=CC1F)C1=NNC2=C1CN(CC2)C(=O)OC(C)(C)C (tert-butyl 3-(3,4-difluorophenyl)-6,7-dihydro-1H-pyrazolo[4,3-c]pyridine-5(4H)-carboxylate). As a reaction SMILES: F[C:2]1[CH:3]=[C:4]([C:9]2[C:13]3[CH2:14][NH:15][CH2:16][CH2:17][C:12]=3[N:11]([C:18]([NH:20][C@@H:21]([C:26]([CH3:29])([CH3:28])[CH3:27])[C:22]([NH:24][CH3:25])=[O:23])=[O:19])[N:10]=2)[CH:5]=[CH:6][C:7]=1[F:8].FC1C=CC(C(Cl)=O)=CC=1.FC1C=C(C2C3CN(C(OC(C)(C)C)=O)CCC=3NN=2)C=CC=1F>>[CH3:27][C:26]([CH3:29])([CH3:28])[C@H:21]([NH:20][C:18]([N:11]1[C:12]2[CH2:17][CH2:16][NH:15][CH2:14][C:13]=2[C:9]([C:4]2[CH:5]=[CH:6][C:7]([F:8])=[CH:2][CH:3]=2)=[N:10]1)=[O:19])[C:22]([NH:24][CH3:25])=[O:23]. Procedure: Compound 53 was prepared according to the procedure described for the synthesis of compound 52 by replacing 3,4-difluorobenzoyl chloride with 4-fluorobenzoyl chloride in the synthesis of intermediate 15. 1H NMR (CDCl3) δ 7.96 (d, J=9.5 Hz, 1H), 7.65-7.69 (m, 2H), 7.10-7.15 (m, 2H), 6.27 (br, 1H), 4.18 (d, J=9.4 Hz, 1H), 4.02 (s, 2H), 3.05-3.15 (m, 4H), 2.85 (d, J=4.8 Hz, 3H), 1.10 (s, 9H). LCMS (+ESI) m/z=388.2 [M+H]+. The reactants are COCCOC, N#Cc1c(OS(=O)(=O)C(F)(F)F)cc(N)nc1-c1ccco1, NCCNc1ccccc1. Reaction SMILES: [CH3:33][O:34][CH2:35][CH2:36][O:37][CH3:38].[NH2:1][c:2]1[cH:3][c:4]([O:15][S:16]([C:17]([F:18])([F:19])[F:20])(=[O:21])=[O:22])[c:5]([C:13]#[N:14])[c:6](-[c:8]2[o:9][cH:10][cH:11][cH:12]2)[n:7]1.[c:23]1([NH:29][CH2:30][CH2:31][NH2:32])[cH:24][cH:25][cH:26][cH:27][cH:28]1>>[NH2:1][c:2]1[cH:3][c:4]([NH:32][CH2:31][CH2:30][NH:29][c:23]2[cH:24][cH:25][cH:26][cH:27][cH:28]2)[c:5]([C:13]#[N:14])[c:6](-[c:8]2[o:9][cH:10][cH:11][cH:12]2)[n:7]1. Yields the product N#Cc1c(NCCNc2ccccc2)cc(N)nc1-c1ccco1.